From a dataset of the Open Reaction Database (ORD), a public repository of structured organic reaction records. describe an organic reaction: reactants, conditions, products, and yield Run in CCO (EtOH). As a reaction SMILES: [NH2:1][C:2]1[N:10]=[C:9]2[C:5]([NH:6][CH:7]=[N:8]2)=[C:4]([S:11][NH2:12])[N:3]=1.ClC1C=C(C=CC=1)C(OO)=[O:18]>CCO>[NH2:1][C:2]1[N:10]=[C:9]2[C:5]([NH:6][CH:7]=[N:8]2)=[C:4]([S:11]([NH2:12])=[O:18])[N:3]=1. Conditions: time 30 minute. Procedure details: 2-Aminopurine-6-sulfenamide 2 (182 mg, 1 mmol) was suspended in EtOH (100 mL) and cooled to 0° C. m-Chloroperoxybenzoic acid (85%, 200 mg, 1 mmol) was added portionwise during 1 h with stirring, and stirring continued for additional 30 min. After filtration, the filtrate was concentrated to half the volume in vacuo. Ethyl ether (50 mL) was added and allowed to stand in a refrigerator overnight. The precipitate was collected by filtration and washed with ether to obtain 115 mg (58%) of the desire... Reactants: NC1=NC(=C2NC=NC2=N1)SN (2-Aminopurine-6-sulfenamide), ClC=1C=C(C(=O)OO)C=CC1 (m-Chloroperoxybenzoic acid). Yields the product NC1=NC(=C2NC=NC2=N1)S(=O)N (2-Aminopurine-6-sulfinamide). Yield: 58.0%. Reactants: CO, O=Cc1ccccc1Cl, [K+], O=C1CN2CCC1CC2, [OH-]. Product: O=C1C(=Cc2ccccc2Cl)N2CCC1CC2. As a reaction SMILES: [CH3:21][OH:22].[Cl:10][c:11]1[c:12]([CH:13]=[O:14])[cH:15][cH:16][cH:17][cH:18]1.[K+:20].[N:1]12[CH2:2][C:3](=[O:9])[CH:4]([CH2:5][CH2:6]1)[CH2:7][CH2:8]2.[OH-:19]>>[N:1]12[C:2](=[CH:13][c:12]3[c:11]([Cl:10])[cH:18][cH:17][cH:16][cH:15]3)[C:3](=[O:9])[CH:4]([CH2:5][CH2:6]1)[CH2:7][CH2:8]2.